Task: describe an organic reaction: reactants, conditions, products, and yield. Dataset: the Open Reaction Database (ORD), a public repository of structured organic reaction records Starting materials: BrCC1=C(C=CC=C1)F (1-(bromomethyl)-2-fluorobenzene), [OH-].[K+] (KOH), C(C)(C)=NNC(=O)OC(C)(C)C (tert-butyl 2-isopropylidenehydrazinecarboxylate). The reagents and catalysts are S(=O)(=O)(O)[O-].C(CCC)[N+](CCCC)(CCCC)CCCC (tetrabutylammonium hydrogen sulfate). Solvent: C1(=CC=CC=C1)C (toluene). Conditions: temperature 50 celsius. Product: FC1=C(CN(N=C(C)C)C(=O)OC(C)(C)C)C=CC=C1 (tert-butyl 1-(2-fluorobenzyl)-2-isopropylidenehydrazinecarboxylate). Isolated yield 105.1%. Reaction SMILES: [OH-].[K+].[C:3](=[N:6][NH:7][C:8]([O:10][C:11]([CH3:14])([CH3:13])[CH3:12])=[O:9])([CH3:5])[CH3:4].Br[CH2:16][C:17]1[CH:22]=[CH:21][CH:20]=[CH:19][C:18]=1[F:23]>S([O-])(O)(=O)=O.C([N+](CCCC)(CCCC)CCCC)CCC.C1(C)C=CC=CC=1>[F:23][C:18]1[CH:19]=[CH:20][CH:21]=[CH:22][C:17]=1[CH2:16][N:7]([C:8]([O:10][C:11]([CH3:14])([CH3:13])[CH3:12])=[O:9])[N:6]=[C:3]([CH3:5])[CH3:4] |f:0.1,4.5|. Procedure: Powdered KOH (4.24 g, 75.48 mmol) and tetrabutylammonium hydrogen sulfate (1.97 g, 5.81 mmol) were added to a solution of tert-butyl 2-isopropylidenehydrazinecarboxylate (10 g, 58.05 mmol) in toluene (150 mL). The mixture was stirred vigorously and heated to 50° C. and 1-(bromomethyl)-2-fluorobenzene (13.17 g, 69.68 mmol) was added slowly. The temperature was increased to 80° C. and maintained for 3 h and cooled to room temperature. The mixture was washed with water until the pH of the aqueous w... Reactants: COC(CC)O (methoxypropanol), COC(CC)O (methoxypropanol), [Al] (aluminium). Solvent: CN(C)C=O (DMF), CN(C)C=O (DMF). The product is OCC1=C(C(=CC=C1C)O)CO (bis(hydroxymethyl)p-cresol), solution, COC(CC)O (methoxypropanol). The yield is 10.0%. RXN SMILES: [Al].[CH3:2][O:3][CH:4]([OH:7])[CH2:5][CH3:6]>CN(C=O)C>[OH:7][CH2:4][C:5]1[C:6]([CH3:4])=[CH:6][CH:5]=[C:6]([OH:7])[C:5]=1[CH2:4][OH:7].[CH3:2][O:3][CH:4]([OH:7])[CH2:5][CH3:6]. Procedure details: A solution containing 1.18 g of 40% w/w novolak B in methoxypropanol, 0.14 g of a 40% solution of bis(hydroxymethyl)p-cresol in methoxypropanol, 0.055 g of a 10% solution of acid generator C in DMF, 0.022 g of dye A, 1.42 g of methoxypropanol and 1.96 g of DMF was prepared and coated onto a substrate consisting of a sheet of aluminium that had been electrograined and anodised, giving a coating film weight of 1.3 gm-2 after thoroughly drying at 100° C. in an oven for 3 minutes.